This data is from the Open Reaction Database (ORD), a public repository of structured organic reaction records. The task is: describe an organic reaction: reactants, conditions, products, and yield Starting materials: RNA, C(C)(=O)[O-].[Na+] (sodium acetate), S(=O)(=O)(OC)OC (dimethyl sulfate), CC[N+]1=C2C=C(C=CC2=C3C=CC(=CC3=C1C=4C=CC=CC4)N)N.[Br-] (ethidium bromide), DNA, RNA, CCCCCCCCCCCCOS(=O)(=O)[O-].[Na+] (SDS), B(O)(O)O.C(CN(CC(=O)O)CC(=O)O)N(CC(=O)O)CC(=O)O.C(C(CO)(CO)N)O (TBE buffer), Dextran sulfate, 1, RNA, P(=O)([O-])([O-])[O-].[Na+].[Na+].[Na+] (sodium phosphate), C=1C=CC2=C(C1)C(OS2(=O)=O)(C=3C=C(C(=C(C3)Br)O)Br)C=4C=C(C(=C(C4)Br)O)Br (bromophenol blue), P(=O)([O-])([O-])[O-].[Na+].[Na+].[Na+] (sodium phosphate), C(=O)C=O (glyoxal), [OH-].[Na+] (sodium hydroxide). Solvent: OCC(O)CO (glycerol). Run at time 30 minute. Product: C1=CC(=C(C=C1/C=C\2/C(=O)C=3C(=CC(=CC3O2)O)O)O)O (Aureusidin). As a reaction SMILES: P([O-])([O-])([O-])=O.[Na+].[Na+].[Na+].[CH:9]([CH:11]=[O:12])=[O:10].S([O:18][CH3:19])(OC)(=O)=O.C1C=CC2S(=O)(=O)OC([C:40]3[CH:41]=[C:42](Br)[C:43]([OH:47])=[C:44](Br)[CH:45]=3)(C3C=C(Br)C(O)=C(Br)C=3)C=2C=1.[OH-].[Na+].[C:51]([O-:54])(=O)[CH3:52].[Na+].B(O)(O)O.C(N(CC(O)=O)CC(O)=O)CN(CC(O)=O)CC(O)=[O:65].C(O)C(N)(CO)CO.CC[N+]1C(C2C=CC=CC=2)=C2C(C=CC(N)=C2)=C2[C:91]=1[CH:92]=[C:93](N)[CH:94]=C2.[Br-].CCCCCCCCCCCCOS([O-])(=O)=O.[Na+]>OCC(CO)O>[CH:92]1[C:93](/[CH:94]=[C:11]2/[C:9]([C:44]3[C:43]([OH:47])=[CH:42][C:41]([OH:65])=[CH:40][C:45]=3[O:12]/2)=[O:10])=[CH:52][C:51]([OH:54])=[C:19]([OH:18])[CH:91]=1 |f:0.1.2.3,7.8,9.10,11.12.13,14.15,16.17|. Procedure: 20 μg of total Oncidium RNA was glyoxylated at 50° C. for one hour, with a total reaction volume of 50 μL, comprising 10 mM sodium phosphate buffer (pH 7.0), 1 M deionized glyoxal, and 50% dimethyl sulfate. At the end of reaction, 10 μL 1×RNA loading buffer dye [containing 50% glycerol, 10 mM sodium phosphate (pH 7.0), 0.25% bromophenol blue] was added and electrophoresis was carried out on 1% agar gel. Then, the gel was treated with 50 mM sodium hydroxide for 30 minutes, and then with 200 mM so... The reactants are COC=CC1=CC=C(C=C1)C1=CC=C(C=C1)C(F)(F)F (4′-(2-methoxy-vinyl)-4-trifluoromethyl-biphenyl), Cl (hydrochloric acid), CCOC(=O)C.CCCCCC (EtOAc hexane). Run in C1CCOC1 (THF). The product is FC(C1=CC=C(C=C1)C1=CC=C(C=C1)CC=O)(F)F ((4′-Trifluoromethyl-biphenyl-4-yl)-acetaldehyde). Isolated yield 96.1%. Reaction SMILES: C[O:2][CH:3]=[CH:4][C:5]1[CH:10]=[CH:9][C:8]([C:11]2[CH:16]=[CH:15][C:14]([C:17]([F:20])([F:19])[F:18])=[CH:13][CH:12]=2)=[CH:7][CH:6]=1.Cl.CCOC(C)=O.CCCCCC>C1COCC1>[F:18][C:17]([F:19])([F:20])[C:14]1[CH:13]=[CH:12][C:11]([C:8]2[CH:9]=[CH:10][C:5]([CH2:4][CH:3]=[O:2])=[CH:6][CH:7]=2)=[CH:16][CH:15]=1 |f:2.3|. Procedure: To a 0° C. solution of 4′-(2-methoxy-vinyl)-4-trifluoromethyl-biphenyl (464 mg, 1.67 mmol) in THF (17 mL) is added dropwise concentrated hydrochloric acid (2.98 mL) and the reaction is warmed to room temperature. After 1 h TLC (30% EtOAc/hexane) indicates complete consumption of starting material. The reaction mixture is diluted with water and the pH is adjusted to 8 with solid NaHCO3. The reaction mixture is concentrated and the aqueous layer extracted with EtOAc (3×50 mL). The combined organic...